This data is from the Open Reaction Database (ORD), a public repository of structured organic reaction records. The task is: describe an organic reaction: reactants, conditions, products, and yield Starting materials: B.C1CCOC1 (Borane THF), O=C1NC=CC(=C1)C(=O)O (2-oxo-1,2-dihydropyridine-4-carboxylic acid), CO (Methanol). The solvent is C1CCOC1 (THF). Reaction conditions: temperature 25 celsius, time 2 hour. The product is OCC1=CC(NC=C1)=O (4-(hydroxymethyl)pyridin-2(1H)-one). Reaction SMILES: B.C1COCC1.[O:7]=[C:8]1[CH:13]=[C:12]([C:14](O)=[O:15])[CH:11]=[CH:10][NH:9]1.CO>C1COCC1>[OH:15][CH2:14][C:12]1[CH:11]=[CH:10][NH:9][C:8](=[O:7])[CH:13]=1 |f:0.1|. Procedure details: Borane-THF (29 mL, 1.0 M) was added to a solution of 2-oxo-1,2-dihydropyridine-4-carboxylic acid (1 g, 7.19 mmol) in THF (15 mL) at 0° C. The mixture was stirred at 25° C. for 2 hours. Methanol was added and the mixture was concentrated under reduced pressure to afford 4-(hydroxymethyl)pyridin-2(1H)-one. MS ESI calc'd. for C6H8NO2 [M+H]+ 126. found 126. 1H NMR (400 MHz, CD3OD) δ 7.40 (d, J=6.8 Hz, 1H), 6.58 (s, 1H), 6.38 (d, J=6.4 Hz, 1H), 4.52 (s, 2H). The reactants are C(=O)(O)C12CCC(CC1)(CC2)NCC(=O)N2[C@@H](C[C@@H](C2)F)C#N ((2S,4S)-1-[[N-(4-carboxybicyclo[2.2.2]oct-1-yl)amino]acetyl]-4-fluoropyrrolidine-2-carbonitrile), C(C(C)C)Br (isobutyl bromide). Product: F[C@H]1C[C@H](N(C1)C(CNC12CCC(CC1)(CC2)C(=O)OCC(C)C)=O)C#N ((2S,4S)-4-fluoro-1-[[N-[4-(2-methylpropyl)oxycarbonylbicyclo[2.2.2]oct-1-yl]amino]acetyl]pyrrolidine-2-carbonitrile). Isolated yield 60.5%. Reaction SMILES: [C:1]([C:4]12[CH2:11][CH2:10][C:7]([NH:12][CH2:13][C:14]([N:16]3[CH2:20][C@@H:19]([F:21])[CH2:18][C@H:17]3[C:22]#[N:23])=[O:15])([CH2:8][CH2:9]1)[CH2:6][CH2:5]2)([OH:3])=[O:2].[CH2:24](Br)[CH:25]([CH3:27])[CH3:26]>>[F:21][C@@H:19]1[CH2:20][N:16]([C:14](=[O:15])[CH2:13][NH:12][C:7]23[CH2:10][CH2:11][C:4]([C:1]([O:3][CH2:24][CH:25]([CH3:27])[CH3:26])=[O:2])([CH2:9][CH2:8]2)[CH2:5][CH2:6]3)[C@H:17]([C:22]#[N:23])[CH2:18]1. Reported procedure: In a similar manner to Example 8, (2S,4S)-1-[[N-(4-carboxybicyclo[2.2.2]oct-1-yl)amino]acetyl]-4-fluoropyrrolidine-2-carbonitrile (20.0 mg) and isobutyl bromide (9.3 mg) were used to obtain (2S,4S)-4-fluoro-1-[[N-[4-(2-methylpropyl)oxycarbonylbicyclo[2.2.2]oct-1-yl]amino]acetyl]pyrrolidine-2-carbonitrile (14.2 mg). Reactants: CS(=O)(=O)N (methanesulfonamide), ClC=1C(=CC(=C(C(=O)O)C1)F)OCC1(C2CC3CC(CC1C3)C2)C#N (5-chloro-4-((2-cyanoadamantan-2-yl)methoxy)-2-fluorobenzoic acid), CNS(=O)(=O)N (methyl sulfamide), C(#N)C1(C2CC3CC(CC1C3)C2)COC2=CC(=C(C(=O)O)C=C2C2CC2)F (4-((2-cyanoadamantan-2-yl)methoxy)-5-cyclopropyl-2-fluorobenzoic acid). Yields the product ClC=1C(=CC(=C(C(=O)NS(NC)(=O)=O)C1)F)OCC1(C2CC3CC(CC1C3)C2)C#N (5-chloro-4-((2-cyanoadamantan-2-yl)methoxy)-2-fluoro-N-(N-methylsulfamoyl)benzamide). RXN SMILES: CS(N)(=O)=O.[CH3:6][NH:7][S:8]([NH2:11])(=[O:10])=[O:9].C(C1(COC2C(C3CC3)=CC(C(O)=O)=C(F)C=2)C2CC3CC(CC1C3)C2)#N.[Cl:39][C:40]1[C:41]([O:50][CH2:51][C:52]2([C:62]#[N:63])[CH:59]3[CH2:60][CH:55]4[CH2:56][CH:57]([CH2:61][CH:53]2[CH2:54]4)[CH2:58]3)=[CH:42][C:43]([F:49])=[C:44]([CH:48]=1)[C:45]([OH:47])=O>>[Cl:39][C:40]1[C:41]([O:50][CH2:51][C:52]2([C:62]#[N:63])[CH:59]3[CH2:58][CH:57]4[CH2:56][CH:55]([CH2:54][CH:53]2[CH2:61]4)[CH2:60]3)=[CH:42][C:43]([F:49])=[C:44]([CH:48]=1)[C:45]([NH:11][S:8](=[O:10])(=[O:9])[NH:7][CH3:6])=[O:47]. Procedure details: Following the procedure as described in Example 332 Step 7 and making non-critical variations to replace methanesulfonamide with methyl sulfamide and to replace 4-((2-cyanoadamantan-2-yl)methoxy)-5-cyclopropyl-2-fluorobenzoic acid with 5-chloro-4-((2-cyanoadamantan-2-yl)methoxy)-2-fluorobenzoic acid, the title compound was obtained following trituration with diethyl ether (10 mL) as a colorless powder (0.073 g, 52%): 1H NMR (300 MHz, DMSO-d6) δ 11.72 (s, 1H), 7.73-7.66 (m, 2H), 7.34 (d, J=12.2 H... Yields the product NC(CS(=O)(=O)C1=CC=CC=C1)=NNC(=O)C=1OC(=CC1)C (5-methyl-furan-2-carboxylic acid (1-amino-2-benzenesulfonyl-ethylidene)-hydrazide). The yield is 82.8%. Run in C(Cl)(Cl)Cl (chloroform), C(Cl)(Cl)Cl (chloroform). RXN SMILES: Cl.C(O[C:5](=[NH:16])[CH2:6][S:7]([C:10]1[CH:15]=[CH:14][CH:13]=[CH:12][CH:11]=1)(=[O:9])=[O:8])C.[OH-].[Na+].C(=O)(O)[O-].[Na+].[CH3:24][C:25]1[O:29][C:28]([C:30]([NH:32][NH2:33])=[O:31])=[CH:27][CH:26]=1>C(Cl)(Cl)Cl>[NH2:16][C:5](=[N:33][NH:32][C:30]([C:28]1[O:29][C:25]([CH3:24])=[CH:26][CH:27]=1)=[O:31])[CH2:6][S:7]([C:10]1[CH:15]=[CH:14][CH:13]=[CH:12][CH:11]=1)(=[O:9])=[O:8] |f:0.1,2.3,4.5|. The reactants are Cl.C(C)OC(CS(=O)(=O)C1=CC=CC=C1)=N (2-(phenylsulfonyl)-ethanimidic acid ethyl ester hydrochloride), [OH-].[Na+] (sodium hydroxide), C([O-])(O)=O.[Na+] (sodiumbicarbonate), resulting colorless oil, CC1=CC=C(O1)C(=O)NN (5-methyl-furan-2-carboxylic acid hydrazide). Procedure details: A suspension of 85.0 g (0.32 mol) 2-(phenylsulfonyl)-ethanimidic acid ethyl ester hydrochloride in 700 ml chloroform was treated with 320 ml 1N aqueous sodium hydroxide. 100 ml of a saturated aqueous sodiumbicarbonate solution was added and the mixture was extracted with chloroform. The extracts were combined and dried with sodium sulfate and the solvents were distilled off under reduced pressure. 17.8 g (0.078 Mol) of the resulting colorless oil was stirred together with 9.15 g (0.065 mol) 5-me... The reactants are CC1=C(C(=CC(=C1)N1CCOCC1)[N+](=O)[O-])N (2-Methyl-4-morpholin-4-yl-6-nitro-phenylamine), IC1=C(C(=NC=C1)OC)C=O (4-Iodo-2-methoxy-pyridine-3-carbaldehyde), [H][H] (hydrogen). Reagents/catalysts: [Pd] (Palladium on carbon). The solvent is CO (methanol), CO (methanol). Run at temperature 0 celsius. Yields the product IC1=C(C(=NC=C1)OC)C1=NC2=C(N1)C=C(C=C2C)N2CCOCC2 (2-(4-Iodo-2-methoxy-pyridin-3-yl)-4-methyl-6-morpholin-4-yl-1H-benzoimidazole), solid. Isolated yield 51.0%. RXN SMILES: [CH3:1][C:2]1[CH:7]=[C:6]([N:8]2[CH2:13][CH2:12][O:11][CH2:10][CH2:9]2)[CH:5]=[C:4]([N+:14]([O-])=O)[C:3]=1[NH2:17].[H][H].[I:20][C:21]1[CH:26]=[CH:25][N:24]=[C:23]([O:27][CH3:28])[C:22]=1[CH:29]=O>CO.[Pd]>[I:20][C:21]1[CH:26]=[CH:25][N:24]=[C:23]([O:27][CH3:28])[C:22]=1[C:29]1[NH:14][C:4]2[CH:5]=[C:6]([N:8]3[CH2:13][CH2:12][O:11][CH2:10][CH2:9]3)[CH:7]=[C:2]([CH3:1])[C:3]=2[N:17]=1. Reported procedure: 2-Methyl-4-morpholin-4-yl-6-nitro-phenylamine (15.2 g, 64 mmol) was suspended in methanol (200 ml) in a PARR flask. Palladium on carbon (1.0 g, 10% Pd) was added and the suspension shaken under 60 psi of hydrogen overnight. The mixture was filtered through a pad of celite (under argon) into a 3-neck flask, the celite rinsed with methanol and the filtrate diluted with methanol to a total volume of 500 ml and cooled to 0° C. A solution of 4-Iodo-2-methoxy-pyridine-3-carbaldehyde (14.6 g, 55.5 mmol...